From a dataset of the Open Reaction Database (ORD), a public repository of structured organic reaction records. describe an organic reaction: reactants, conditions, products, and yield The reactants are BrC1=CC=C(C=C1)C=1N=C(C2=C(N1)SC1=C2N=C(N=C1OCC)N1CCNCC1)C (7-(4-bromophenyl)-4-ethoxy-9-methyl-2-piperazin-1-yl-thieno[2,3-d:4,5-d′]dipyrimidine), [Li]CCCC (BuLi), C(\C=C\C=C\C)=O ((2E,4E) hexadienal). Solvent: C1CCOC1 (THF). Reaction conditions: temperature -10 celsius. Product: C(C)OC=1C2=C(N=C(N1)N1CCNCC1)C1=C(N=C(N=C1C)C1=CC=C(C=C1)C(\C=C\C=C\C)O)S2 (4-ethoxy-7-(4-[{2E,4E}-1-hydroxyhexa-2,4-dienyl]phenyl)-9-methyl-2-piperazin-1-yl-thieno[2,3-d:4,5-d′]dipyrimidine). As a reaction SMILES: Br[C:2]1[CH:7]=[CH:6][C:5]([C:8]2[N:9]=[C:10]([CH3:30])[C:11]3[C:16]4[N:17]=[C:18]([N:24]5[CH2:29][CH2:28][NH:27][CH2:26][CH2:25]5)[N:19]=[C:20]([O:21][CH2:22][CH3:23])[C:15]=4[S:14][C:12]=3[N:13]=2)=[CH:4][CH:3]=1.[Li]CCCC.[CH:36](=[O:42])/[CH:37]=[CH:38]/[CH:39]=[CH:40]/[CH3:41]>C1COCC1>[CH2:22]([O:21][C:20]1[C:15]2[S:14][C:12]3[N:13]=[C:8]([C:5]4[CH:6]=[CH:7][C:2]([CH:36]([OH:42])/[CH:37]=[CH:38]/[CH:39]=[CH:40]/[CH3:41])=[CH:3][CH:4]=4)[N:9]=[C:10]([CH3:30])[C:11]=3[C:16]=2[N:17]=[C:18]([N:24]2[CH2:29][CH2:28][NH:27][CH2:26][CH2:25]2)[N:19]=1)[CH3:23]. Reported procedure: 200 mg (0.4 mmol) 7-(4-bromophenyl)-4-ethoxy-9-methyl-2-piperazin-1-yl-thieno[2,3-d:4,5-d′]dipyrimidine was mixed at −80° C. in 50 ml THF with 0.48 ml (1.2 mmol) 2.5 M BuLi solution. After 15 min at this temperature, 112 mg (1.2 mmol) (2E,4E) hexadienal was added. Subsequently, the reaction mixture was heated to −10° C. and the reaction was terminated by addition of 10 ml saturated NaHCO3. The organic solvent was removed and the aqueous phase was extracted with CH2Cl2. Following flash chromatogr... The solvent is CO (methanol). Yield: 79.0%. Yields the product NC=1C(=NC(=CN1)C1=CC=CC2=CC=CC=C12)C(=O)N (3-amino-6-naphthalen-1-ylpyrazine-2-carboxamide). Conditions: temperature 85 celsius. Starting materials: NC=1C(=NC(=CN1)C1=CC=CC2=CC=CC=C12)C(=O)OC (methyl 3-amino-6-naphthalen-1-ylpyrazine-2-carboxylate), N (ammonia). As a reaction SMILES: [NH2:1][C:2]1[C:3]([C:18]([O:20]C)=O)=[N:4][C:5]([C:8]2[C:17]3[C:12](=[CH:13][CH:14]=[CH:15][CH:16]=3)[CH:11]=[CH:10][CH:9]=2)=[CH:6][N:7]=1.[NH3:22]>CO>[NH2:1][C:2]1[C:3]([C:18]([NH2:22])=[O:20])=[N:4][C:5]([C:8]2[C:17]3[C:12](=[CH:13][CH:14]=[CH:15][CH:16]=3)[CH:11]=[CH:10][CH:9]=2)=[CH:6][N:7]=1. Procedure: A solution of methyl 3-amino-6-naphthalen-1-ylpyrazine-2-carboxylate (80 mg, 0.29 mmol) in methanol (30 mL) was saturated with ammonia gas at 0° C. in a high-pressure test tube. The reaction tube was tightly sealed and heated to 80-90° C. for 4h. Reaction cooled to room temperature and evaporated at reduced pressure to afford 3-amino-6-naphthalen-1-ylpyrazine-2-carboxamide (59 mg, 79% yield) as yellow product: 1H NMR (400 MHz, CDCl3): δ 8.80 (s, 1H), 8.10 (d, 1H), 7.90 (d, 2H), 7.58 (m, 6H); MS ... Reactants: CN=C=S, COCc1ccccn1, Cl, O, [Li]c1ccccc1, c1ccccc1. Product: CNC(=S)C(OC)c1ccccn1. RXN SMILES: [CH3:17][N:18]=[C:19]=[S:20].[CH3:1][O:2][CH2:3][c:4]1[n:5][cH:6][cH:7][cH:8][cH:9]1.[ClH:21].[OH2:22].[c:10]1([Li:11])[cH:12][cH:13][cH:14][cH:15][cH:16]1.[cH:23]1[cH:24][cH:25][cH:26][cH:27][cH:28]1>>[CH3:1][O:2][CH:3]([c:4]1[n:5][cH:6][cH:7][cH:8][cH:9]1)[C:19]([NH:18][CH3:17])=[S:20]. Starting materials: CCOC(=O)c1cc2c(o1)c(=O)[nH]c1c(N3CCCCC3)cccc12, CC(C)C[Al+]CC(C)C, ClCCl, [H-]. Yields the product O=Cc1cc2c(o1)c(=O)[nH]c1c(N3CCCCC3)cccc12. As a reaction SMILES: [CH2:1]([O:3][C:4](=[O:2])[c:6]1[cH:7][c:8]2[c:9]([c:10](=[O:24])[nH:11][c:12]3[c:13]([N:18]4[CH2:19][CH2:20][CH2:21][CH2:22][CH2:23]4)[cH:14][cH:15][cH:16][c:17]23)[o:25]1)[CH3:5].[CH2:27]([Al+:28][CH2:29][CH:30]([CH3:31])[CH3:32])[CH:33]([CH3:34])[CH3:35].[Cl:36][CH2:37][Cl:38].[H-:26]>>[O:3]=[CH:4][c:6]1[cH:7][c:8]2[c:9]([c:10](=[O:24])[nH:11][c:12]3[c:13]([N:18]4[CH2:19][CH2:20][CH2:21][CH2:22][CH2:23]4)[cH:14][cH:15][cH:16][c:17]23)[o:25]1.